This data is from the Open Reaction Database (ORD), a public repository of structured organic reaction records. The task is: describe an organic reaction: reactants, conditions, products, and yield Reactants: Cc1cc(N2CCCC2=O)ccc1-c1ccc(C(=O)N2CCc3cc4c(cc32)C2(CCNCC2)CO4)cc1, BrCC1CC1, Cl. The product is Cc1cc(N2CCCC2=O)ccc1-c1ccc(C(=O)N2CCc3cc4c(cc32)C2(CCN(CC3CC3)CC2)CO4)cc1. As a reaction SMILES: [CH3:1][c:2]1[c:3](-[c:14]2[cH:15][cH:16][c:17]([C:20](=[O:21])[N:22]3[CH2:23][CH2:24][c:25]4[cH:26][c:27]5[c:28]([cH:29][c:30]43)[C:31]3([CH2:32][O:33]5)[CH2:34][CH2:35][NH:36][CH2:37][CH2:38]3)[cH:18][cH:19]2)[cH:4][cH:5][c:6]([N:8]2[C:9](=[O:13])[CH2:10][CH2:11][CH2:12]2)[cH:7]1.[CH:39]1([CH2:42][Br:43])[CH2:40][CH2:41]1.[ClH:44]>>[CH3:1][c:2]1[c:3](-[c:14]2[cH:15][cH:16][c:17]([C:20](=[O:21])[N:22]3[CH2:23][CH2:24][c:25]4[cH:26][c:27]5[c:28]([cH:29][c:30]43)[C:31]3([CH2:32][O:33]5)[CH2:34][CH2:35][N:36]([CH2:42][CH:39]4[CH2:40][CH2:41]4)[CH2:37][CH2:38]3)[cH:18][cH:19]2)[cH:4][cH:5][c:6]([N:8]2[C:9](=[O:13])[CH2:10][CH2:11][CH2:12]2)[cH:7]1. The reactants are Cl(=O)[O-].[Na+] (sodium chlorite), O.O.OP(=O)(O)[O-].[Na+] (sodium phosphate monobasic dihydrate), Cl(=O)[O-].[Na+] (sodium chlorite), O.O.OP(=O)(O)[O-].[Na+] (sodium phosphate monobasic dihydrate), C(C)(=O)N1CC(CC1)C1=CC=C(C=C1)C=1C=C2C(=CNC2=CC1Cl)C=O (5-[4-(1-acetylpyrrolidin-3-yl)phenyl]-6-chloro-1H-indole-3-carbaldehyde). Run in O (water), CC(C)=CC (2-methyl-2-butene), O (water), C(C)#N (acetonitrile), C(C)(C)(C)O (tert-butanol), CC(C)=CC (2-methyl-2-butene). Reaction conditions: temperature 0 celsius, time 2 hour. Yields the product C(C)(=O)N1CC(CC1)C1=CC=C(C=C1)C=1C=C2C(=CNC2=CC1Cl)C(=O)O (5-[4-(1-acetylpyrrolidin-3-yl)phenyl]-6-chloro-1H-indole-3-carboxylic acid). The yield is 40.1%. Reaction SMILES: [C:1]([N:4]1[CH2:8][CH2:7][CH:6]([C:9]2[CH:14]=[CH:13][C:12]([C:15]3[CH:16]=[C:17]4[C:21](=[CH:22][C:23]=3[Cl:24])[NH:20][CH:19]=[C:18]4[CH:25]=[O:26])=[CH:11][CH:10]=2)[CH2:5]1)(=[O:3])[CH3:2].Cl([O-])=[O:28].[Na+].O.O.OP([O-])(O)=O.[Na+]>C(#N)C.C(O)(C)(C)C.O.CC(=CC)C>[C:1]([N:4]1[CH2:8][CH2:7][CH:6]([C:9]2[CH:10]=[CH:11][C:12]([C:15]3[CH:16]=[C:17]4[C:21](=[CH:22][C:23]=3[Cl:24])[NH:20][CH:19]=[C:18]4[C:25]([OH:28])=[O:26])=[CH:13][CH:14]=2)[CH2:5]1)(=[O:3])[CH3:2] |f:1.2,3.4.5.6|. Procedure: To a solution of 5-[4-(1-acetylpyrrolidin-3-yl)phenyl]-6-chloro-1H-indole-3-carbaldehyde (60 mg, 0.163 mmol) in acetonitrile (3 mL) and tert-butanol (3 mL) was added 2-methyl-2-butene (3 mL). The reaction mixture was cooled to 0° C. and treated with a solution of sodium chlorite (164 mg, 1.8 mmol) and sodium phosphate monobasic dihydrate (381 mg, 2.445 mmol) in water (1.5 mL). The reaction mixture was stirred for 2 hours at room temperature and treated with additional sodium chlorite (218 mg, 2.... Starting materials: ClC1=C(C=CC(=C1)Cl)C=1N=C(N(C1C1=CC=C(C=C1)Cl)C)C(=O)OCC (ethyl 4-(2,4-dichlorophenyl)-5-(4-chlorophenyl)-1-methylimidazole-2-carboxylate), N (NH3). Solvent: CO (MeOH). Yields the product ClC1=C(C=CC(=C1)Cl)C=1N=C(N(C1C1=CC=C(C=C1)Cl)C)C(=O)N (4-(2,4-Dichlorophenyl)-5-(4-chlorophenyl)-1-methylimidazole-2-carboxamide). As a reaction SMILES: [Cl:1][C:2]1[CH:7]=[C:6]([Cl:8])[CH:5]=[CH:4][C:3]=1[C:9]1[N:10]=[C:11]([C:22]([O:24]CC)=O)[N:12]([CH3:21])[C:13]=1[C:14]1[CH:19]=[CH:18][C:17]([Cl:20])=[CH:16][CH:15]=1.[NH3:27]>CO>[Cl:1][C:2]1[CH:7]=[C:6]([Cl:8])[CH:5]=[CH:4][C:3]=1[C:9]1[N:10]=[C:11]([C:22]([NH2:27])=[O:24])[N:12]([CH3:21])[C:13]=1[C:14]1[CH:19]=[CH:18][C:17]([Cl:20])=[CH:16][CH:15]=1. Procedure: The title compound was prepared from ethyl 4-(2,4-dichlorophenyl)-5-(4-chlorophenyl)-1-methylimidazole-2-carboxylate and 2 M NH3 in MeOH following the method of example 36, step B (method B). LC-MS: Rt=3.6 min. m/e=379.9 (M+1). The reactants are C(C=C)(=O)C=1C(C=CC(C1)=O)=O (2-acryloyl-1,4-benzoquinone), ClC1=CC(=NS1)O (5-chloro-3-hydroxyisothiazole). The solvent is C1(=CC=CC=C1)C (toluene). Product: ClC1=CC(N(S1)CCC(=O)C=1C(C=CC(C1)=O)=O)=O (2-[3-(5-Chloro-4-isothiazolin- 3-one-2-yl)propionyl]-1,4-benzoquinone). Reaction SMILES: [C:1]([C:5]1[C:6](=[O:12])[CH:7]=[CH:8][C:9](=[O:11])[CH:10]=1)(=[O:4])[CH:2]=[CH2:3].[Cl:13][C:14]1[S:18][N:17]=[C:16]([OH:19])[CH:15]=1>C1(C)C=CC=CC=1>[Cl:13][C:14]1[S:18][N:17]([CH2:3][CH2:2][C:1]([C:5]2[C:6](=[O:12])[CH:7]=[CH:8][C:9](=[O:11])[CH:10]=2)=[O:4])[C:16](=[O:19])[CH:15]=1. Reported procedure: A stirred solution of 2-acryloyl-1,4-benzoquinone (1.0 g, 0.007 mole) and 5-chloro-3-hydroxyisothiazole (0.81 g, 0.006 mole) in 20 ml of toluene was heated at 80° C. for 4 hours. Upon cooling, the precipitate which formed during the reaction period was removed by filtration and recrystallized from ethyl acetate/acetone mixture. A gray/tan solid was obtained; 0.85 g; mp 181°-183° C.; IR (KBR) 1635 cm-1 (broad); NMR (acetone-d6) δ7.35 (s, 1H); 7.15 (d, 1H); 6.85 (d, 1H); 6.35 (s, 1H); 4.2 (t, 2H);... Reactants: C(C1=CC=CC=C1)OC([C@@H](N)CCCCNC(=O)OCC1=CC=CC=C1)=O (Nε -benzyloxycarbonyl-L-lysine benzyl ester), C(C1=CC=CC=C1)OC([C@@H](N)C)=O (L-alanine benzyl ester), C(C1=CC=CC=C1)OC([C@@H](NC(C(CCC(=O)OC)C)=O)CCCCNC(=O)OCC1=CC=CC=C1)=O (Nα -(4-methoxycarbonyl-2-methylbutanoyl)-Nε -benzyloxycarbonyl-L-lysine benzyl ester), COC(=O)CCC(C(=O)N[C@@H](CCCCN)C(=O)O)C (Nα -(4-methoxycarbonyl-2-methylbutanoyl)-L-lysine), N[C@@H](CCCCN)C(=O)O (L-lysine). The product is C(=O)(O)C(C[C@H](NC(C(CC)C)=O)C(=O)O)CCN (4-carboxy-2-methylbutanoyl-L-lysine). RXN SMILES: C([O:8][C:9](=[O:27])[C@H](CCCCNC(OCC1C=CC=CC=1)=O)N)C1C=CC=CC=1.C(OC(=O)[C@H](C)N)C1C=CC=CC=1.C([O:48][C:49](=[O:77])[C@H:50]([CH2:62][CH2:63][CH2:64][CH2:65][NH:66]C(OCC1C=CC=CC=1)=O)[NH:51][C:52](=[O:61])[CH:53]([CH3:60])[CH2:54][CH2:55]C(OC)=O)C1C=CC=CC=1.COC(CCC(C)C(N[C@H](C(O)=O)CCCCN)=O)=O.N[C@H](C(O)=O)CCCCN>>[C:9]([CH:63]([CH2:64][CH2:65][NH2:66])[CH2:62][C@@H:50]([C:49]([OH:48])=[O:77])[NH:51][C:52](=[O:61])[CH:53]([CH3:60])[CH2:54][CH3:55])([OH:27])=[O:8]. Procedure: By substituting Nε -benzyloxycarbonyl-L-lysine benzyl ester for the L-alanine benzyl ester in the procedure of Example 23 and then treating the product by the procedures of Examples 24 and 26, Nα -(4-methoxycarbonyl-2-methylbutanoyl)-Nε -benzyloxycarbonyl-L-lysine benzyl ester, Nα -(4-methoxycarbonyl-2-methylbutanoyl)-L-lysine and Nα -(4-carboxy)-2-methylbutanoyl)-L-lysine are obtained. The reactants are C(C)OC(=O)C1=C(SC(=C1C)C=O)NC(C1=CC(=CC=C1)CN(CC)CC)=O (2-(3-diethylaminomethyl-benzoylamino)-5-formyl-4-methyl-thiophene-3-carboxylic acid ethyl ester), C(O)([O-])=O.[Na+] (sodium hydrogencarbonate), C(C)(=O)O (acetic acid), C(C)(=O)O[BH-](OC(C)=O)OC(C)=O.[Na+] (sodium triacetoxyborohydride), CN(C=O)C (N,N-dimethylformamide). Conditions: time 1 hour. The product is C(C)OC(=O)C1=C(SC(=C1C)CN1CCCCC1)NC(C1=CC(=CC=C1)CN(CC)CC)=O (2-(3-diethylaminomethyl-benzoylamino)-4-methyl-5-piperidin-1-ylmethylthiophene-3-carboxylic acid ethyl ester). The yield is 64.0%. Reaction SMILES: [CH2:1]([O:3][C:4]([C:6]1[C:10]([CH3:11])=[C:9]([CH:12]=O)[S:8][C:7]=1[NH:14][C:15](=[O:28])[C:16]1[CH:21]=[CH:20][CH:19]=[C:18]([CH2:22][N:23]([CH2:26][CH3:27])[CH2:24][CH3:25])[CH:17]=1)=[O:5])[CH3:2].[C:29](O)(=O)[CH3:30].C(O[BH-](O[C:43](=O)[CH3:44])OC(=O)C)(=O)C.[Na+].C(=O)([O-])O.[Na+].[CH3:52][N:53](C)C=O>>[CH2:1]([O:3][C:4]([C:6]1[C:10]([CH3:11])=[C:9]([CH2:12][N:53]2[CH2:30][CH2:29][CH2:44][CH2:43][CH2:52]2)[S:8][C:7]=1[NH:14][C:15](=[O:28])[C:16]1[CH:21]=[CH:20][CH:19]=[C:18]([CH2:22][N:23]([CH2:24][CH3:25])[CH2:26][CH3:27])[CH:17]=1)=[O:5])[CH3:2] |f:2.3,4.5|. Procedure: 2-(3-diethylaminomethyl-benzoylamino)-5-formyl-4-methyl-thiophene-3-carboxylic acid ethyl ester (110 mg) synthesized by the above process was dissolved in N,N-dimethylformamide (10 ml), acetic acid (100 μl) and sodium triacetoxyborohydride (66 mg) were added to the solution at room temperature, and the mixture was stirred at that temperature for one hr. After the completion of the reaction, the reaction solution was neutralized with a saturated sodium hydrogencarbonate solution, and was then sub... Reaction conditions: time 15 minute. Solvent: CN(C)C=O (DMF). RXN SMILES: [H-].[Na+].[C:3]([NH:10][CH2:11][CH2:12][CH2:13][N:14]([C:38]([O:40][C:41]([CH3:44])([CH3:43])[CH3:42])=[O:39])[CH2:15]/[CH:16]=[CH:17]/[CH2:18][N:19]([C:31]([O:33][C:34]([CH3:37])([CH3:36])[CH3:35])=[O:32])[CH2:20][CH2:21][CH2:22][NH:23][C:24]([O:26][C:27]([CH3:30])([CH3:29])[CH3:28])=[O:25])([O:5][C:6]([CH3:9])([CH3:8])[CH3:7])=[O:4].Br[CH2:46][CH:47]1[CH2:49][CH2:48]1.CC[CH2:52][CH2:53][CH2:54][CH3:55]>CN(C=O)C>[CH:49]1([CH2:48][N:23]([C:24]([O:26][C:27]([CH3:29])([CH3:30])[CH3:28])=[O:25])[CH2:22][CH2:21][CH2:20][N:19]([C:31]([O:33][C:34]([CH3:37])([CH3:36])[CH3:35])=[O:32])[CH2:18]/[CH:17]=[CH:16]/[CH2:15][N:14]([C:38]([O:40][C:41]([CH3:44])([CH3:43])[CH3:42])=[O:39])[CH2:13][CH2:12][CH2:11][N:10]([CH2:52][CH:53]2[CH2:55][CH2:54]2)[C:3]([O:5][C:6]([CH3:7])([CH3:9])[CH3:8])=[O:4])[CH2:47][CH2:46]1 |f:0.1|. Procedure details: 0.4 g (10 mmol) of sodium hydride dispersion (approx. 60%) is added, with stirring, to a solution of 1.5 g (2.5 mmol) of (E)-1,5,10,14-tetra-BOC-1,5,10,14-tetraazatetradec-7-ene in 21.5 ml of DMF. The mixture is stirred for 15 min. at room temperature; then 1.06 ml (10 mmol) of bromomethyl-cyclopropane (approx. 90% ) are added to the reaction mixture and stirring is continued for 90 h at room temperature. Working up analogously to Example 1a) yields the title compound in the form of a colourless... The product is C1(CC1)CN(CCCN(C\C=C\CN(CCCN(C(=O)OC(C)(C)C)CC1CC1)C(=O)OC(C)(C)C)C(=O)OC(C)(C)C)C(=O)OC(C)(C)C ((E)-1,14-Di-cyclopropylmethyl-1,5,10,14-tetra-BOC-1,5,10,14-tetraazatetradec-7-ene). Reactants: [H-].[Na+] (sodium hydride), C(=O)(OC(C)(C)C)NCCCN(C\C=C\CN(CCCNC(=O)OC(C)(C)C)C(=O)OC(C)(C)C)C(=O)OC(C)(C)C ((E)-1,5,10,14-tetra-BOC-1,5,10,14-tetraazatetradec-7-ene), CCCCCC (hexane), BrCC1CC1 (bromomethyl-cyclopropane). The reactants are [BH4-], CCOC(=O)C(C)N1c2ccccc2Sc2ccc(C#N)cc21, ClCCl, SCCS, [Na+], [Na+], C1CCOC1, [OH-]. Yields the product CC(CO)N1c2ccccc2Sc2ccc(C#N)cc21. As a reaction SMILES: [BH4-:1].[C:3](#[N:4])[c:5]1[cH:6][c:7]2[c:16]([cH:17][cH:18]1)[S:15][c:14]1[c:9]([cH:10][cH:11][cH:12][cH:13]1)[N:8]2[CH:19]([C:20](=[O:21])[O:22][CH2:23][CH3:24])[CH3:25].[CH2:28]([Cl:29])[Cl:30].[CH2:36]([SH:37])[CH2:38][SH:39].[Na+:27].[Na+:2].[O:31]1[CH2:32][CH2:33][CH2:34][CH2:35]1.[OH-:26]>>[C:3](#[N:4])[c:5]1[cH:6][c:7]2[c:16]([cH:17][cH:18]1)[S:15][c:14]1[c:9]([cH:10][cH:11][cH:12][cH:13]1)[N:8]2[CH:19]([CH2:20][OH:21])[CH3:25]. Starting materials: CC(=O)C1=CC=C(C=C1)Cl (4-chloroacetophenone), CC=1C=C(C=O)C=C(C1O)C (3,5-dimethyl-4-hydroxybenzaldehyde). Yields the product ClC1=CC=C(C=C1)C(C=CC1=CC(=C(C(=C1)C)O)C)=O (1-[4-chlorophenyl]-3-[3,5-dimethyl-4-hydroxyphenyl]prop-2-en-1-one). RXN SMILES: [CH3:1][C:2]([C:4]1[CH:9]=[CH:8][C:7]([Cl:10])=[CH:6][CH:5]=1)=[O:3].[CH3:11][C:12]1[CH:13]=[C:14]([CH:17]=[C:18]([CH3:21])[C:19]=1[OH:20])[CH:15]=O>>[Cl:10][C:7]1[CH:8]=[CH:9][C:4]([C:2](=[O:3])[CH:1]=[CH:15][C:14]2[CH:17]=[C:18]([CH3:21])[C:19]([OH:20])=[C:12]([CH3:11])[CH:13]=2)=[CH:5][CH:6]=1. Reported procedure: This compound was synthesized from 4-chloroacetophenone and 3,5-dimethyl-4-hydroxybenzaldehyde according to general method 1 described hereinabove. Starting materials: BrBr, Cc1cc2cccc(C(C)(C)C)c2s1, ClCCl. The product is Cc1sc2c(C(C)(C)C)cccc2c1Br. As a reaction SMILES: [Br:15][Br:16].[C:1]([CH3:2])([CH3:3])([CH3:4])[c:5]1[cH:6][cH:7][cH:8][c:9]2[c:10]1[s:11][c:12]([CH3:14])[cH:13]2.[Cl:17][CH2:18][Cl:19]>>[C:1]([CH3:2])([CH3:3])([CH3:4])[c:5]1[cH:6][cH:7][cH:8][c:9]2[c:10]1[s:11][c:12]([CH3:14])[c:13]2[Br:15].